From a dataset of the Open Reaction Database (ORD), a public repository of structured organic reaction records. describe an organic reaction: reactants, conditions, products, and yield Starting materials: CC(C)(C)OC(=O)N(CCCc1ccccn1)Cc1cccc(CCO)c1, O=C([O-])O, CCOC(C)=O, ClCCl, [Na+], [Na+], [Na+], O=S([O-])([O-])=S. The product is CC(C)(C)OC(=O)N(CCCc1ccccn1)Cc1cccc(CC=O)c1. Reaction SMILES: [C:1]([CH3:2])([CH3:3])([CH3:4])[O:5][C:6]([N:7]([CH2:8][CH2:9][CH2:10][c:11]1[n:12][cH:13][cH:14][cH:15][cH:16]1)[CH2:17][c:18]1[cH:19][c:20]([CH2:24][CH2:25][OH:26])[cH:21][cH:22][cH:23]1)=[O:27].[C:41](=[O:42])([OH:43])[O-:44].[CH3:28][CH2:29][O:30][C:31](=[O:32])[CH3:33].[Cl:46][CH2:47][Cl:48].[Na+:39].[Na+:40].[Na+:45].[S:34]([O-:35])([O-:36])(=[O:37])=[S:38]>>[C:1]([CH3:2])([CH3:3])([CH3:4])[O:5][C:6]([N:7]([CH2:8][CH2:9][CH2:10][c:11]1[n:12][cH:13][cH:14][cH:15][cH:16]1)[CH2:17][c:18]1[cH:19][c:20]([CH2:24][CH:25]=[O:26])[cH:21][cH:22][cH:23]1)=[O:27]. Starting materials: CCOC(=O)Nc1cc(-c2ccc(OC)cc2)nn(CC=Cc2ccc(Cl)cc2)c1=O, BrCc1ccccn1. Product: CCOC(=O)N(Cc1ccccn1)c1cc(-c2ccc(OC)cc2)nn(CC=Cc2ccc(Cl)cc2)c1=O. Reaction SMILES: [Cl:1][c:2]1[cH:3][cH:4][c:5]([CH:6]=[CH:7][CH2:8][n:9]2[n:10][c:11](-[c:22]3[cH:23][cH:24][c:25]([O:28][CH3:29])[cH:26][cH:27]3)[cH:12][c:13]([NH:16][C:17](=[O:18])[O:19][CH2:20][CH3:21])[c:14]2=[O:15])[cH:30][cH:31]1.[n:32]1[c:33]([CH2:38][Br:39])[cH:34][cH:35][cH:36][cH:37]1>>[Cl:1][c:2]1[cH:3][cH:4][c:5]([CH:6]=[CH:7][CH2:8][n:9]2[n:10][c:11](-[c:22]3[cH:23][cH:24][c:25]([O:28][CH3:29])[cH:26][cH:27]3)[cH:12][c:13]([N:16]([C:17](=[O:18])[O:19][CH2:20][CH3:21])[CH2:38][c:33]3[n:32][cH:37][cH:36][cH:35][cH:34]3)[c:14]2=[O:15])[cH:30][cH:31]1. Starting materials: O (water), FC1=C(C(=O)OC)C=CC(=C1)OC (methyl 2-fluoro-4-methoxybenzoate), [H-].[H-].[H-].[H-].[Li+].[Al+3] (LiAlH4). Reaction conditions: time 0.5 hour. Solvent: C1CCOC1 (THF), C1CCOC1 (THF), C1CCOC1 (THF). RXN SMILES: [H-].[H-].[H-].[H-].[Li+].[Al+3].[F:7][C:8]1[CH:17]=[C:16]([O:18][CH3:19])[CH:15]=[CH:14][C:9]=1[C:10](OC)=[O:11].O>C1COCC1>[F:7][C:8]1[CH:17]=[C:16]([O:18][CH3:19])[CH:15]=[CH:14][C:9]=1[CH2:10][OH:11] |f:0.1.2.3.4.5|. The product is FC1=C(CO)C=CC(=C1)OC (2-fluoro-4-methoxybenzylalcohol). Yield: 104.0%. Procedure: To a suspension of LiAlH4 (71.6 mg, 1.89 mmol) in THF (3 ml) was added dropwise a solution of methyl 2-fluoro-4-methoxybenzoate (273.3 mg, 1.48 mmol) in THF (3 ml). The mixture was stirred for 0.5 hours. To the mixture was added dropwise aqueous THF followed by water. The mixture was extracted three times with ethyl acetate and dried over MgSO4. The solvent was evaporated to give the crude title compound (240.4 mg; >99%). Starting materials: BrCC(=O)C1=CC=C(C=C1)Cl (2-bromo-p-chloroacetophenone), COC(=S)NN (methoxythiocarbonylhydrazine). Run in C(C)#N (acetonitrile). The product is ClC1=CC=C(C=C1)C1=NNC(SC1)=O (5-(4-chlorophenyl)-3H,6H-1,3,4-thiadiazin-2-one). Isolated yield 48.4%. As a reaction SMILES: Br[CH2:2][C:3]([C:5]1[CH:10]=[CH:9][C:8]([Cl:11])=[CH:7][CH:6]=1)=O.C[O:13][C:14]([NH:16][NH2:17])=[S:15]>C(#N)C>[Cl:11][C:8]1[CH:9]=[CH:10][C:5]([C:3]2[CH2:2][S:15][C:14](=[O:13])[NH:16][N:17]=2)=[CH:6][CH:7]=1. Procedure: A mixture of 2-bromo-p-chloroacetophenone (9.16 g), methoxythiocarbonylhydrazine (13.0 g) and acetonitrile (75 ml) was refluxed overnight and then cooled and filtered. The light yellow solid was washed with hexane and dried yielding 5-(4-chlorophenyl)-3H,6H-1,3,4-thiadiazin-2-one (4.3 g).